Dataset: the Open Reaction Database (ORD), a public repository of structured organic reaction records. Task: describe an organic reaction: reactants, conditions, products, and yield Starting materials: COC(=O)C(Br)c1ccc(Oc2ccc(C(C)(C)C)cc2)cc1, C[O-], Oc1ccc(Cl)cc1, [I-], [K+], [Na+], O, c1ccccc1. The product is COC(=O)C(Oc1ccc(Cl)cc1)c1ccc(Oc2ccc(C(C)(C)C)cc2)cc1. As a reaction SMILES: [Br:14][CH:15]([C:16](=[O:17])[O:18][CH3:19])[c:20]1[cH:21][cH:22][c:23]([O:26][c:27]2[cH:28][cH:29][c:30]([C:33]([CH3:34])([CH3:35])[CH3:36])[cH:31][cH:32]2)[cH:24][cH:25]1.[CH3:9][O-:10].[Cl:1][c:2]1[cH:3][cH:4][c:5]([OH:8])[cH:6][cH:7]1.[I-:13].[K+:12].[Na+:11].[OH2:43].[cH:37]1[cH:38][cH:39][cH:40][cH:41][cH:42]1>>[Cl:1][c:2]1[cH:3][cH:4][c:5]([O:8][CH:15]([C:16](=[O:17])[O:18][CH3:19])[c:20]2[cH:21][cH:22][c:23]([O:26][c:27]3[cH:28][cH:29][c:30]([C:33]([CH3:34])([CH3:35])[CH3:36])[cH:31][cH:32]3)[cH:24][cH:25]2)[cH:6][cH:7]1. The reactants are CC(=O)O (HOAc), C(=O)C=1C=C2CCC[C@H](C2=CC1)N1N=NC(=C1)C[C@H](C(=O)N)NS(=O)(=O)C1=CC=C(C=C1)C ((R)-3-(1-((R)-6-formyl-1,2,3,4-tetrahydronaphthalen-1-yl)-1H-1,2,3-triazol-4-yl)-2-(4-methylbenzenesulfonamido)propanamide), N1CCCCC1 (piperidine), [BH-](OC(=O)C)(OC(=O)C)OC(=O)C.[Na+] (NaBH(OAc)3). The solvent is ClCCCl (1,2-dichloroethane). Conditions: temperature 60 celsius. The product is CC1=CC=C(C=C1)S(=O)(=O)N[C@@H](C(=O)N)CC=1N=NN(C1)[C@@H]1CCCC2=CC(=CC=C12)CN1CCCCC1 ((R)-2-(4-methylbenzenesulfonamido)-3-(1-((R)-6-(piperidin-1-yl-methyl)-1,2,3,4-tetrahydronaphthalen-1-yl)-1H-1,2,3-triazol-4-yl)propanamide). As a reaction SMILES: [CH:1]([C:3]1[CH:4]=[C:5]2[C:10](=[CH:11][CH:12]=1)[C@H:9]([N:13]1[CH:17]=[C:16]([CH2:18][C@@H:19]([NH:23][S:24]([C:27]3[CH:32]=[CH:31][C:30]([CH3:33])=[CH:29][CH:28]=3)(=[O:26])=[O:25])[C:20]([NH2:22])=[O:21])[N:15]=[N:14]1)[CH2:8][CH2:7][CH2:6]2)=O.[NH:34]1[CH2:39][CH2:38][CH2:37][CH2:36][CH2:35]1.[BH-](OC(C)=O)(OC(C)=O)OC(C)=O.[Na+].CC(O)=O>ClCCCl>[CH3:33][C:30]1[CH:29]=[CH:28][C:27]([S:24]([NH:23][C@H:19]([CH2:18][C:16]2[N:15]=[N:14][N:13]([C@H:9]3[C:10]4[C:5](=[CH:4][C:3]([CH2:1][N:34]5[CH2:39][CH2:38][CH2:37][CH2:36][CH2:35]5)=[CH:12][CH:11]=4)[CH2:6][CH2:7][CH2:8]3)[CH:17]=2)[C:20]([NH2:22])=[O:21])(=[O:26])=[O:25])=[CH:32][CH:31]=1 |f:2.3|. Reported procedure: A mixture of (R)-3-(1-((R)-6-formyl-1,2,3,4-tetrahydronaphthalen-1-yl)-1H-1,2,3-triazol-4-yl)-2-(4-methylbenzenesulfonamido)propanamide (0.21 g, 0.45 mmol) and piperidine (0.20 g, 2.2 mmol) in 5 mL 1,2-dichloroethane was heated to 60° C. for 30 min. The reaction mixture was cooled and treated with NaBH(OAc)3 and a drop of HOAc. The resulting mixture was heated to 80° C. for 16 h. The reaction mixture was cooled, quenched with H2O, and extracted with CHCl3 (3×). The combined extracts were dried o... Starting materials: Cc1nc(C(=O)N2CCCCC2Cc2nc3c(Br)cccc3[nH]2)c(-c2ccc(F)cc2)s1, CN1CCCC1=O, N#C[Cu], O. The product is Cc1nc(C(=O)N2CCCCC2Cc2nc3c(C#N)cccc3[nH]2)c(-c2ccc(F)cc2)s1. Reaction SMILES: [Br:1][c:2]1[cH:3][cH:4][cH:5][c:6]2[nH:7][c:8]([CH2:11][CH:12]3[N:13]([C:18](=[O:19])[c:20]4[n:21][c:22]([CH3:32])[s:23][c:24]4-[c:25]4[cH:26][cH:27][c:28]([F:31])[cH:29][cH:30]4)[CH2:14][CH2:15][CH2:16][CH2:17]3)[n:9][c:10]12.[CH3:37][N:38]1[CH2:39][CH2:40][CH2:41][C:42]1=[O:43].[Cu:33][C:34]#[N:35].[OH2:36]>>[c:2]1([C:34]#[N:35])[cH:3][cH:4][cH:5][c:6]2[nH:7][c:8]([CH2:11][CH:12]3[N:13]([C:18](=[O:19])[c:20]4[n:21][c:22]([CH3:32])[s:23][c:24]4-[c:25]4[cH:26][cH:27][c:28]([F:31])[cH:29][cH:30]4)[CH2:14][CH2:15][CH2:16][CH2:17]3)[n:9][c:10]12. Starting materials: CI, CN(C)C=O, [H-], [Na+], CC(C)(C)OC(=O)N1CCC(CCCn2c(COc3ccc(Cl)cc3)nc3c(O)cccc32)CC1. The product is COc1cccc2c1nc(COc1ccc(Cl)cc1)n2CCCC1CCN(C(=O)OC(C)(C)C)CC1. As a reaction SMILES: [CH3:38][I:39].[CH3:40][N:41]([CH3:42])[CH:43]=[O:44].[H-:36].[Na+:37].[OH:1][c:2]1[cH:3][cH:4][cH:5][c:6]2[n:7]([CH2:20][CH2:21][CH2:22][CH:23]3[CH2:24][CH2:25][N:26]([C:29](=[O:30])[O:31][C:32]([CH3:33])([CH3:34])[CH3:35])[CH2:27][CH2:28]3)[c:8]([CH2:11][O:12][c:13]3[cH:14][cH:15][c:16]([Cl:19])[cH:17][cH:18]3)[n:9][c:10]12>>[O:1]([c:2]1[cH:3][cH:4][cH:5][c:6]2[n:7]([CH2:20][CH2:21][CH2:22][CH:23]3[CH2:24][CH2:25][N:26]([C:29](=[O:30])[O:31][C:32]([CH3:33])([CH3:34])[CH3:35])[CH2:27][CH2:28]3)[c:8]([CH2:11][O:12][c:13]3[cH:14][cH:15][c:16]([Cl:19])[cH:17][cH:18]3)[n:9][c:10]12)[CH3:38]. Reactants: CI, CO, [Na], Cc1cc(O)nc(S)n1. Product: CSc1nc(C)cc(O)n1. As a reaction SMILES: [CH3:11][I:12].[CH3:13][OH:14].[Na:1].[OH:2][c:3]1[n:4][c:5]([SH:10])[n:6][c:7]([CH3:9])[cH:8]1>>[OH:2][c:3]1[n:4][c:5]([S:10][CH3:11])[n:6][c:7]([CH3:9])[cH:8]1. Starting materials: Cc1c(Br)c(=O)n(C2CCCC2)c2nc(S(C)=O)ncc12, Cc1ccccc1, Nc1ccc(N2CCCCC2)cn1. Yields the product Cc1c(Br)c(=O)n(C2CCCC2)c2nc(Nc3ccc(N4CCCCC4)cn3)ncc12. RXN SMILES: [Br:1][c:2]1[c:3]([CH3:21])[c:4]2[c:5]([n:6][c:7]([S:10]([CH3:11])=[O:12])[n:8][cH:9]2)[n:13]([CH:16]2[CH2:17][CH2:18][CH2:19][CH2:20]2)[c:14]1=[O:15].[CH3:35][c:36]1[cH:37][cH:38][cH:39][cH:40][cH:41]1.[N:22]1([c:28]2[cH:29][n:30][c:31]([NH2:34])[cH:32][cH:33]2)[CH2:23][CH2:24][CH2:25][CH2:26][CH2:27]1>>[Br:1][c:2]1[c:3]([CH3:21])[c:4]2[c:5]([n:6][c:7]([NH:34][c:31]3[n:30][cH:29][c:28]([N:22]4[CH2:23][CH2:24][CH2:25][CH2:26][CH2:27]4)[cH:33][cH:32]3)[n:8][cH:9]2)[n:13]([CH:16]2[CH2:17][CH2:18][CH2:19][CH2:20]2)[c:14]1=[O:15]. Reactants: Cl (HCl), BrC=1C=C(C2=C(OC(O2)(F)F)C1)F (6-Bromo-2,2,4-trifluorobenzo[d][1,3]dioxole), [NH4+].[Cl-] (NH4Cl), C(C)(C)OB1OC(C(O1)(C)C)(C)C (2-Isopropoxy-4,4,5,5-tetramethyl-1,3,2-dioxaborolane). The solvent is C(C)(=O)OCC (ethyl acetate), [Na+].[Cl-] (NaCl), O1CCCC1 (tetrahydrofuran). Reaction conditions: temperature -2.5 celsius, time 30 minute. Yields the product CC1(OB(OC1(C)C)C1=CC2=C(OC(O2)(F)F)C(=C1)F)C (4,4,5,5-Tetramethyl-2-(2,2,7-trifluorobenzo[d][1,3]dioxol-5-yl)-1,3,2-dioxaborolane). As a reaction SMILES: Br[C:2]1[CH:3]=[C:4]([F:13])[C:5]2[O:9][C:8]([F:11])([F:10])[O:7][C:6]=2[CH:12]=1.C(O[B:18]1[O:22][C:21]([CH3:24])([CH3:23])[C:20]([CH3:26])([CH3:25])[O:19]1)(C)C.[NH4+].[Cl-].Cl>O1CCCC1.C(OCC)(=O)C.[Na+].[Cl-]>[CH3:25][C:20]1([CH3:26])[C:21]([CH3:24])([CH3:23])[O:22][B:18]([C:2]2[CH:3]=[C:4]([F:13])[C:5]3[O:9][C:8]([F:11])([F:10])[O:7][C:6]=3[CH:12]=2)[O:19]1 |f:2.3,7.8|. Procedure details: 6-Bromo-2,2,4-trifluorobenzo[d][1,3]dioxole (2.0 g, 7.8 mmol) was dissolved in dry tetrahydrofuran (10 mL), cooled to −5 to 0° C. and treated in portions with isopropylmagnesium lithium chloride complex (1.3 M; 6.3 mL, 8.2 mmol). The cooling bath was removed and the mixture was stirred for 30 min. 2-Isopropoxy-4,4,5,5-tetramethyl-1,3,2-dioxaborolane (1.6 g, 8.4 mmol) was added, the mixture was stirred for 1 h and then treated with saturated NH4Cl (5 mL). The mixture was diluted with ethyl acetat...